This data is from the Open Reaction Database (ORD), a public repository of structured organic reaction records. The task is: describe an organic reaction: reactants, conditions, products, and yield Reactants: COc1ccc(-c2c(Cl)ncn2-c2ccc(S(N)(=O)=O)cc2)cc1F, O=P(Cl)(Oc1ccccc1)Oc1ccccc1. Product: COc1ccc(-c2c(Cl)ncn2-c2ccc(S(=O)(=O)NP(=O)(Oc3ccccc3)Oc3ccccc3)cc2)cc1F. Reaction SMILES: [Cl:1][c:2]1[n:3][cH:4][n:5](-[c:16]2[cH:17][cH:18][c:19]([S:22](=[O:23])(=[O:24])[NH2:25])[cH:20][cH:21]2)[c:6]1-[c:7]1[cH:8][c:9]([F:15])[c:10]([O:13][CH3:14])[cH:11][cH:12]1.[P:26](=[O:27])([O:28][c:29]1[cH:30][cH:31][cH:32][cH:33][cH:34]1)([O:35][c:36]1[cH:37][cH:38][cH:39][cH:40][cH:41]1)[Cl:42]>>[Cl:1][c:2]1[n:3][cH:4][n:5](-[c:16]2[cH:17][cH:18][c:19]([S:22](=[O:23])(=[O:24])[NH:25][P:26](=[O:27])([O:28][c:29]3[cH:30][cH:31][cH:32][cH:33][cH:34]3)[O:35][c:36]3[cH:37][cH:38][cH:39][cH:40][cH:41]3)[cH:20][cH:21]2)[c:6]1-[c:7]1[cH:8][c:9]([F:15])[c:10]([O:13][CH3:14])[cH:11][cH:12]1. Starting materials: C[Mg+].[Br-] (MeMgBr), C1(=CC=CC=C1)C.C1CCOC1 (toluene THF), ice, C(C)(C)(C)C1=NC=C(C#N)C=C1 (6-tert-butylnicotinonitrile), C(C)(C)(C)C1=NC=C(C#N)C=C1 (6-tert-butylnicotinonitrile), [BH4-].[Na+] (NaBH4). The solvent is C1CCOC1 (THF), CO (MeOH), C(Cl)Cl (CH2Cl2), O (water). Reaction conditions: time 6 hour. Yields the product C(C)(C)(C)C1=CC=C(C=N1)C(C)N ([1-(6-tert-butylpyridin-3-yl)ethyl]amine). Reaction SMILES: C[Mg+].[Br-].[C:4]1(C)C=CC=CC=1.C1COCC1.[C:16]([C:20]1[CH:27]=[CH:26][C:23]([C:24]#[N:25])=[CH:22][N:21]=1)([CH3:19])([CH3:18])[CH3:17].[BH4-].[Na+]>C1COCC1.C(Cl)Cl.O.CO>[C:16]([C:20]1[N:21]=[CH:22][C:23]([CH:24]([NH2:25])[CH3:4])=[CH:26][CH:27]=1)([CH3:19])([CH3:17])[CH3:18] |f:0.1,2.3,5.6|. Procedure details: A solution of MeMgBr 1.4 M 75/25 toluene/THF (8.9 ml, 12.48 mmol) is added dropwise over 5 min to an ice cooled solution of 6-tert-butylnicotinonitrile (intermediate 21) (1 g, 6.24 mmol) in 15 mL of THF. The reaction is stirred for 6 hr and cooled with a dry ice bath. MeOH is then added dropwise followed by the incremental addition of NaBH4 (0.59 g, 15.9 mmol). The reaction is stirred over night, water and CH2Cl2 are then added and the resulting paste is filtered through celite and rinsed with C...